From a dataset of the Open Reaction Database (ORD), a public repository of structured organic reaction records. describe an organic reaction: reactants, conditions, products, and yield Starting materials: OCCC=1SC2=C(N=CC1)C=CC=C2 (2-(2-hydroxyethyl)-1,5-benzothiazepine), CO (MeOH), Example 2, C(C)(=O)NC1=CC=C(S(=O)(=O)Cl)C=C1 (N-acetylsulfanilyl chloride). Run in N1=CC=CC=C1 (pyridine), C(Cl)Cl (CH2Cl2). Reaction conditions: time 16 hour. Product: OCCC1SC2=C(N(C=C1)S(=O)(=O)C1=CC=C(C=C1)NC(C)=O)C=CC=C2 (2-(2-Hydroxyethyl)-5-(4-acetamidobenzenesulfonyl)-1,5-benzothiazepine). Isolated yield 50.0%. As a reaction SMILES: [OH:1][CH2:2][CH2:3][C:4]1[S:5][C:6]2[CH:14]=[CH:13][CH:12]=[CH:11][C:7]=2[N:8]=[CH:9][CH:10]=1.[C:15]([NH:18][C:19]1[CH:28]=[CH:27][C:22]([S:23](Cl)(=[O:25])=[O:24])=[CH:21][CH:20]=1)(=[O:17])[CH3:16].CO>N1C=CC=CC=1.C(Cl)Cl>[OH:1][CH2:2][CH2:3][CH:4]1[CH:10]=[CH:9][N:8]([S:23]([C:22]2[CH:21]=[CH:20][C:19]([NH:18][C:15](=[O:17])[CH3:16])=[CH:28][CH:27]=2)(=[O:25])=[O:24])[C:7]2[CH:11]=[CH:12][CH:13]=[CH:14][C:6]=2[S:5]1. Procedure: To a mixture of 2-(2-hydroxyethyl)-1,5-benzothiazepine as prepared in Example 2 (3 g, 14.4 mM) in pyridine (30 ml) was slowly added N-acetylsulfanilyl chloride (6.7 g, 28.7 mM). The resulting mixture was stirred at room temperature for 16 hours and the excess pyridine was removed under reduced pressure. The residual semi-solid was diluted with H2O (80 ml) and extracted with CH2Cl2 (2×80 ml). The combined methylene chloride extracts were dried (MgSO4), filtered and evaporated in vacuo to give a c... Reactants: Grignard reagent, BrCCCOC (1-bromo-3-methoxypropane), CC(C(=O)[O-])[C@H]1C[C@H](NCC1)C1=CC=C(C=C1)C(F)(F)F ((±)-Methyl{(2S,4R)-2-[4-(trifluoromethyl)phenyl]piperidin-4-yl}acetate). Product: COCCC[C@H](C1=CC=C(C=C1)C(F)(F)F)N1[C@@H](C[C@@H](CC1)CC(=O)O)C1=CC=C(C=C1)C(F)(F)F ({(2S,4R)-1-{(1R)-4-methoxy-1-[4-(trifluoromethyl)phenyl]butyl}-2-[4-(trifluoromethyl)phenyl]piperidin-4-yl}acetic acid). As a reaction SMILES: Br[CH2:2][CH2:3][CH2:4][O:5][CH3:6].C[CH:8]([C@@H:12]1[CH2:17][CH2:16][NH:15][C@H:14]([C:18]2[CH:23]=[CH:22][C:21]([C:24]([F:27])([F:26])[F:25])=[CH:20][CH:19]=2)[CH2:13]1)[C:9]([O-:11])=[O:10]>>[CH3:6][O:5][CH2:4][CH2:3][CH2:2][C@@H:14]([N:15]1[CH2:16][CH2:17][C@@H:12]([CH2:8][C:9]([OH:11])=[O:10])[CH2:13][C@H:14]1[C:18]1[CH:19]=[CH:20][C:21]([C:24]([F:26])([F:27])[F:25])=[CH:22][CH:23]=1)[C:18]1[CH:19]=[CH:20][C:21]([C:24]([F:25])([F:26])[F:27])=[CH:22][CH:23]=1. Procedure: The compound was prepared analogously to Example 160 using the Grignard reagent derived from 1-bromo-3-methoxypropane and starting with the chiral piperidine of Example 114 Step 1. M/Z (ES+) 518 (M+H). The reactants are BrN1C(CCC1=O)=O (N-Bromosuccinimide), C(C)(=O)OC1=CC=C(C=C1)C (4-acetoxytoluene), N(=NC(C#N)(C)C)C(C#N)(C)C (2,2'-azobis(2-methylpropionitrile)). Run in C(Cl)(Cl)(Cl)Cl (carbon tetrachloride). Reaction conditions: time 80 minute. Yields the product C(C)(=O)OC1=CC=C(CBr)C=C1 (4-acetoxybenzyl bromide). RXN SMILES: [Br:1]N1C(=O)CCC1=O.[C:9]([O:12][C:13]1[CH:18]=[CH:17][C:16]([CH3:19])=[CH:15][CH:14]=1)(=[O:11])[CH3:10].N(C(C)(C)C#N)=NC(C)(C)C#N>C(Cl)(Cl)(Cl)Cl>[C:9]([O:12][C:13]1[CH:18]=[CH:17][C:16]([CH2:19][Br:1])=[CH:15][CH:14]=1)(=[O:11])[CH3:10]. Reported procedure: N-Bromosuccinimide (60.0 g.) was added in portions during 40 minutes to a solution of 4-acetoxytoluene (50.0 g.) and 2,2'-azobis(2-methylpropionitrile) (10 mg.) in carbon tetrachloride (300 ml.) heated under reflux and illuminated by a high energy tungsten lamp (275 watt). Heating and illumination were continuted for 80 minutes after the addition was complete. The mixture was then cooled and filtered. The solid residue was washed with carbon tetrachloride (100 ml.) and the combined filtrate and ... Starting materials: BrC1=CC=2C3=C(C(=NC2C=C1)N)N=C(N3CCCC)COCC (8-Bromo-1-butyl-2-ethoxymethyl-1H-imidazo[4,5-c]quinolin-4-amine), C1(=CC=CC=C1)B(O)O (benzeneboronic acid). Product: C(CCC)N1C(=NC=2C(=NC=3C=CC(=CC3C21)C2=CC=CC=C2)N)COCC (1-butyl-2-ethoxymethyl-8-phenyl-1H-imidazo[4,5-c]quinolin-4-amine). As a reaction SMILES: Br[C:2]1[CH:11]=[CH:10][C:9]2[N:8]=[C:7]([NH2:12])[C:6]3[N:13]=[C:14]([CH2:20][O:21][CH2:22][CH3:23])[N:15]([CH2:16][CH2:17][CH2:18][CH3:19])[C:5]=3[C:4]=2[CH:3]=1.[C:24]1(B(O)O)[CH:29]=[CH:28][CH:27]=[CH:26][CH:25]=1>>[CH2:16]([N:15]1[C:5]2[C:4]3[CH:3]=[C:2]([C:24]4[CH:29]=[CH:28][CH:27]=[CH:26][CH:25]=4)[CH:11]=[CH:10][C:9]=3[N:8]=[C:7]([NH2:12])[C:6]=2[N:13]=[C:14]1[CH2:20][O:21][CH2:22][CH3:23])[CH2:17][CH2:18][CH3:19]. Procedure: 8-Bromo-1-butyl-2-ethoxymethyl-1H-imidazo[4,5-c]quinolin-4-amine and benzeneboronic acid were coupled according to the general procedure described in Part J of Example 1. Chromatography on silica gel (10% methanol in CH2Cl2) followed by recrystallization from isopropanol afforded 1-butyl-2-ethoxymethyl-8-phenyl-1H-imidazo[4,5-c]quinolin-4-amine as an off-white solid, m.p. 186–187° C. The reactants are N=1C=C(N2C1C=CC=C2)C=2C=C(C=CC2)N (3-imidazo[1,2-a]pyridin-3-yl-phenylamine), ClC1=NC=CC=N1 (2-chloropyrimidine), CC(C)(C)[O-].[Na+] (NaOtBu). Solvent: O1CCOCC1 (dioxane). Conditions: temperature 100 celsius. Yields the product N=1C=C(N2C1C=CC=C2)C=2C=C(C=CC2)NC2=NC=CC=N2 ((3-Imidazo[1,2-a]pyridine-3-yl-phenyl)-pyrimidin-2-yl amine). The yield is 7.0%. Reaction SMILES: [N:1]1[CH:2]=[C:3]([C:10]2[CH:11]=[C:12]([NH2:16])[CH:13]=[CH:14][CH:15]=2)[N:4]2[CH:9]=[CH:8][CH:7]=[CH:6][C:5]=12.Cl[C:18]1[N:23]=[CH:22][CH:21]=[CH:20][N:19]=1.CC([O-])(C)C.[Na+]>O1CCOCC1>[N:1]1[CH:2]=[C:3]([C:10]2[CH:11]=[C:12]([NH:16][C:18]3[N:23]=[CH:22][CH:21]=[CH:20][N:19]=3)[CH:13]=[CH:14][CH:15]=2)[N:4]2[CH:9]=[CH:8][CH:7]=[CH:6][C:5]=12 |f:2.3|. Procedure details: A mixture 3-imidazo[1,2-a]pyridin-3-yl-phenylamine (210 mg, 1.0 mmol), 2-chloropyrimidine (115 mg, 1 mmol) and NaOtBu (100 mg, 1.0 mmol) in dry dioxane (2 ml) was stirred and heated at 100° C. under N2 for 18 hours. After cooling to RT the mixture was partitioned between EtOAc/H2O. The layers were separated and the aqueous layer was extracted with EtOAc (×2). The combined extracts were dried (MgSO4), filtered and evaporated. The residue was purified by preparative HPLC to give the title compound... The reactants are C(C)C1=C(C(=C(C=C1)P([O-])([O-])=O)CCBr)CC (diethyl-2-bromoethylphenylphosphonate), ClC1=C(C=CC=C1)Cl (1,2-dichlorobenzene). Yields the product C(C)OP1(OCC2=C1C=CC=C2)=O (1-ethoxy-1,3-dihydro-2,1-benzoxaphosphole-1-oxide). Isolated yield 75.0%. RXN SMILES: C([C:3]1[CH:8]=[CH:7][C:6]([P:9](=[O:12])([O-:11])[O-:10])=[C:5]([CH2:13]CBr)[C:4]=1CC)C.Cl[C:19]1C=CC=C[C:20]=1Cl>>[CH2:19]([O:10][P:9]1(=[O:12])[C:6]2[CH:7]=[CH:8][CH:3]=[CH:4][C:5]=2[CH2:13][O:11]1)[CH3:20]. Reported procedure: A mixture of diethyl-2-bromoethylphenylphosphonate (2.2 g, 0.00717 mol) in 25 ml. of 1,2-dichlorobenzene was refluxed for 10 hours. The resulting mixture was vacuum distilled. Fractions containing the benzoxaphosphole were collected and then taken up in a hot mixture of benzene-petroleum ether. The mixture was cooled while adding sufficient benzene to prevent oiling out. The cooled mixture yielded 1-ethoxy-1,3-dihydro-2,1-benzoxaphosphole-1-oxide (1.06 g, 75% yield) as colorless crystals having ... Reactants: ClC12C(=C(C(C3C(C=CC(C13)=O)=O)(C2(Cl)Cl)Cl)Cl)Cl (1,2,3,4,9,9-hexachloro-1,4,4a,8a-tetrahydro-1,4-methanonaphthalene-5,8-dione), C1(=CC=CC=C1)S(=O)O (benzene sulfinic acid). The reagents and catalysts are O (water). Solvent: C1=CC=CC=C1 (benzene). Yields the product ClC12C(=C(C(C3C(C(CC(C13)=O)S(=O)(=O)C1=CC=CC=C1)=O)(C2(Cl)Cl)Cl)Cl)Cl (1,2,3,4,9,9-hexachloro-1,4,4a,6,7,8a-hexahydro-6-phenylsulfonyl-1,4-methanonaphthalene-5,8-dione). Yield: 88.0%. Reaction SMILES: [Cl:1][C:2]12[C:14]([Cl:16])([Cl:15])[C:5]([Cl:17])([CH:6]3[CH:11]1[C:10](=[O:12])[CH:9]=[CH:8][C:7]3=[O:13])[C:4]([Cl:18])=[C:3]2[Cl:19].[C:20]1([S:26]([OH:28])=[O:27])[CH:25]=[CH:24][CH:23]=[CH:22][CH:21]=1>O.C1C=CC=CC=1>[Cl:1][C:2]12[C:14]([Cl:15])([Cl:16])[C:5]([Cl:17])([CH:6]3[CH:11]1[C:10](=[O:12])[CH2:9][CH:8]([S:26]([C:20]1[CH:25]=[CH:24][CH:23]=[CH:22][CH:21]=1)(=[O:28])=[O:27])[C:7]3=[O:13])[C:4]([Cl:18])=[C:3]2[Cl:19]. Procedure: 38 g. of 1,2,3,4,9,9-hexachloro-1,4,4a,8a-tetrahydro-1,4-methanonaphthalene-5,8-dione, prepared as in Example 1, were dissolved in 250 ml. of benzene, 15 g. of freshly generated benzene sulfinic acid were added and then a few drops of water were added. This reaction mixture was heated at 40°-45° C. for 12 hours and then the benzene was evaporated. The white solid residue obtained was recrystallized from benzene twice and yielded white crystals, m.p. 157°-158° C. The yield was about 88%. Starting materials: CC1(S(N)(=O)=O)CC1, COc1ccc2c(OC3CC4C(=O)NC5(C(=O)NS(=O)(=O)C6CC6)CC5C=CCCCCCCC(=O)N4C3)cc(-c3nc(C(C)C)cs3)nc2c1, COc1ccc2c(OC3CC4C(=O)NC5(C(=O)O)CC5C=CCCCCCC(=O)N4C3)cc(-c3nc(C(C)C)cs3)nc2c1Cl. Product: COc1ccc2c(OC3CC4C(=O)NC5(C(=O)NS(=O)(=O)C6(C)CC6)CC5C=CCCCCCC(=O)N4C3)cc(-c3nc(C(C)C)cs3)nc2c1Cl. Reaction SMILES: [CH3:46][C:47]1([S:50](=[O:51])(=[O:52])[NH2:53])[CH2:48][CH2:49]1.[CH:54]([c:55]1[n:56][c:57](-[c:58]2[cH:59][c:60]([O:61][CH:62]3[CH2:63][CH:64]4[N:65]([C:66](=[O:67])[CH2:68][CH2:69][CH2:70][CH2:71][CH2:72][CH2:73][CH:74]=[CH:75][CH:76]5[C:77]([C:78]([NH:79][S:80]([CH:81]6[CH2:82][CH2:83]6)(=[O:84])=[O:85])=[O:86])([NH:87][C:88]4=[O:89])[CH2:90]5)[CH2:91]3)[c:92]3[c:93]([cH:94][c:95]([O:96][CH3:97])[cH:98][cH:99]3)[n:100]2)[s:101][cH:102]1)([CH3:103])[CH3:104].[Cl:1][c:2]1[c:3]([O:44][CH3:45])[cH:4][cH:5][c:6]2[c:7]([O:20][CH:21]3[CH2:22][N:23]4[C:24](=[O:43])[CH2:25][CH2:26][CH2:27][CH2:28][CH2:29][CH:30]=[CH:31][CH:32]5[CH2:33][C:34]5([C:40](=[O:41])[OH:42])[NH:35][C:36](=[O:39])[CH:37]4[CH2:38]3)[cH:8][c:9](-[c:12]3[s:13][cH:14][c:15]([CH:17]([CH3:18])[CH3:19])[n:16]3)[n:10][c:11]12>>[Cl:1][c:2]1[c:3]([O:44][CH3:45])[cH:4][cH:5][c:6]2[c:7]([O:20][CH:21]3[CH2:22][N:23]4[C:24](=[O:43])[CH2:25][CH2:26][CH2:27][CH2:28][CH2:29][CH:30]=[CH:31][CH:32]5[CH2:33][C:34]5([C:40](=[O:41])[NH:53][S:50]([C:47]5([CH3:46])[CH2:48][CH2:49]5)(=[O:51])=[O:52])[NH:35][C:36](=[O:39])[CH:37]4[CH2:38]3)[cH:8][c:9](-[c:12]3[s:13][cH:14][c:15]([CH:17]([CH3:18])[CH3:19])[n:16]3)[n:10][c:11]12.